Dataset: the Open Reaction Database (ORD), a public repository of structured organic reaction records. Task: describe an organic reaction: reactants, conditions, products, and yield Starting materials: CC1=CC=2C(=C(C(=C(C2C(C)C)OC(=O)C)OC(=O)C)C=O)C(=C1C=3C(=CC4=C(C3OC(=O)C)C(=C(C(=C4C(C)C)OC(=O)C)OC(=O)C)C=O)C)OC(=O)C (Gossypol acetic acid), S([O-])(O)=O.[Na+] (sodium bisulfite). The solvent is peroxide. Reaction conditions: temperature 50 celsius. Yields the product CC1=CC=2C(=C(C(=C(C2C(C)C)O)O)C=O)C(=C1C=3C(=CC4=C(C3O)C(=C(C(=C4C(C)C)O)O)C=O)C)O (gossypol). As a reaction SMILES: [CH3:1][C:2]1[C:24]([C:25]2[C:26]([CH3:52])=[CH:27][C:28]3[C:38]([CH:39]([CH3:41])[CH3:40])=[C:37]([O:42]C(C)=O)[C:36]([O:46]C(C)=O)=[C:35]([CH:50]=[O:51])[C:29]=3[C:30]=2[O:31]C(C)=O)=[C:23]([O:53]C(C)=O)[C:5]2=[C:6]([CH:21]=[O:22])[C:7]([O:17]C(C)=O)=[C:8]([O:13]C(C)=O)[C:9]([CH:10]([CH3:12])[CH3:11])=[C:4]2[CH:3]=1.S(=O)(O)[O-].[Na+]>>[CH3:52][C:26]1[C:25]([C:24]2[C:2]([CH3:1])=[CH:3][C:4]3[C:9]([CH:10]([CH3:12])[CH3:11])=[C:8]([OH:13])[C:7]([OH:17])=[C:6]([CH:21]=[O:22])[C:5]=3[C:23]=2[OH:53])=[C:30]([OH:31])[C:29]2=[C:35]([CH:50]=[O:51])[C:36]([OH:46])=[C:37]([OH:42])[C:38]([CH:39]([CH3:40])[CH3:41])=[C:28]2[CH:27]=1 |f:1.2|. Procedure: Gossypol acetic acid was obtained from the U.S. Department of Agriculture. Analytically pure gossypol was prepared from the acetic acid adduct by the method of Campbell et al., J. Amer. Chem. Soc. 59, 1723-38(1937). In the process, the adduct is dissolved in peroxide-free ether, mixed with aqueous sodium bisulfite solution (0.4%) and heated at 50° C. The resultant solid is further purified by repeating the process and by crystallization of the final solid from a mixture of ether and petroleum et... The reactants are CS(=O)C1=NN2C(C=N1)=CC=C2C2=C(C=CC=C2)OC (2-Methanesulfinyl-7-(2-methoxy-phenyl)-pyrrolo[2,1-f][1,2,4]triazine), C(C)(C)N(C(C)C)CC (N,N-Diisopropylethylamine), N1(CCOCC1)C1CCN(CC1)C=1C=C(C=CC1)N (3-(4-Morpholin-4-yl-piperidin-1-yl)-phenylamine). Solvent: COCCO (2-Methoxyethanol). The product is COC1=C(C=CC=C1)C1=CC=C2C=NC(=NN21)NC2=CC(=CC=C2)N2CCC(CC2)N2CCOCC2 ([7-(2-Methoxy-phenyl)-pyrrolo[2,1-f][1,2,4]triazin-2-yl]-[3-(4-morpholin-4-yl-piperidin-1-yl)-phenyl]-amine). Yield: 13.7%. Reaction SMILES: CS([C:4]1[N:9]=[CH:8][C:7]2=[CH:10][CH:11]=[C:12]([C:13]3[CH:18]=[CH:17][CH:16]=[CH:15][C:14]=3[O:19][CH3:20])[N:6]2[N:5]=1)=O.C(N(CC)C(C)C)(C)C.[N:30]1([CH:36]2[CH2:41][CH2:40][N:39]([C:42]3[CH:43]=[C:44]([NH2:48])[CH:45]=[CH:46][CH:47]=3)[CH2:38][CH2:37]2)[CH2:35][CH2:34][O:33][CH2:32][CH2:31]1>COCCO>[CH3:20][O:19][C:14]1[CH:15]=[CH:16][CH:17]=[CH:18][C:13]=1[C:12]1[N:6]2[C:7]([CH:8]=[N:9][C:4]([NH:48][C:44]3[CH:45]=[CH:46][CH:47]=[C:42]([N:39]4[CH2:40][CH2:41][CH:36]([N:30]5[CH2:31][CH2:32][O:33][CH2:34][CH2:35]5)[CH2:37][CH2:38]4)[CH:43]=3)=[N:5]2)=[CH:10][CH:11]=1. Procedure details: 2-Methanesulfinyl-7-(2-methoxy-phenyl)-pyrrolo[2,1-f][1,2,4]triazine (85.0 mg, 0.000296 mol), N,N-Diisopropylethylamine (0.0773 mL, 0.000444 mol) and 3-(4-Morpholin-4-yl-piperidin-1-yl)-phenylamine (155 mg, 0.000592 mol) were dissolved in 2-Methoxyethanol (2.08 mL) and The reaction was microwaved on 300 watts, 180° C. for 40 minutes or until HPLC showed consumption of starting material. The reaction mixture was then reduced en vacuo and the product was isolated and purified by Gilson prep HPLC t... The reactants are CC(C)(C)n1cccn1, O=[N+]([O-])O, O=S(=O)(O)O. Product: CC(C)(C)n1cc([N+](=O)[O-])cn1. RXN SMILES: [C:5]([CH3:6])([CH3:7])([CH3:8])[n:9]1[n:10][cH:11][cH:12][cH:13]1.[OH:1][N+:2]([O-:3])=[O:4].[S:14](=[O:15])(=[O:16])([OH:17])[OH:18]>>[O-:1][N+:2](=[O:4])[c:12]1[cH:11][n:10][n:9]([C:5]([CH3:6])([CH3:7])[CH3:8])[cH:13]1. Reactants: N1=C(Cl)N=C(Cl)N=C1Cl (cyanuric chloride), Cl.C12CNCC(CC1)O2 (8-oxa-3-azabicyclo[3.2.1]octane hydrochloride). The solvent is CC(=O)C (acetone), O (water), C(=O)(O)[O-].[Na+] (NaHCO3), CC(=O)C (acetone). Reaction conditions: temperature 0 celsius, time 2 hour. Yields the product ClC1=NC(=NC(=N1)Cl)N1CC2CCC(C1)O2 (3-(4,6-dichloro-1,3,5-triazin-2-yl)-8-oxa-3-azabicyclo[3.2.1]octane). Isolated yield 60.8%. As a reaction SMILES: [N:1]1[C:8]([Cl:9])=[N:7][C:5](Cl)=[N:4][C:2]=1[Cl:3].Cl.[CH:11]12[O:18][CH:15]([CH2:16][CH2:17]1)[CH2:14][NH:13][CH2:12]2>CC(C)=O.O.C([O-])(O)=O.[Na+]>[Cl:9][C:8]1[N:1]=[C:2]([Cl:3])[N:4]=[C:5]([N:13]2[CH2:12][CH:11]3[O:18][CH:15]([CH2:16][CH2:17]3)[CH2:14]2)[N:7]=1 |f:1.2,5.6|. Reported procedure: To a solution of cyanuric chloride (2.00 g, 10.85 mmoles) in acetone (20 mL) and water (10 mL) at 0° C. was added a solution of 8-oxa-3-azabicyclo[3.2.1]octane hydrochloride (1.46 g, 9.76 mmoles) in saturated aqueous NaHCO3 (25 mL) and acetone (25 mL) via addition funnel over 15 minutes. The reaction was stirred at 0° C. for 2 hours, then filtered to collect a white precipitate. The precipitate was washed with water (25 mL) and dried. The crude product was purified by column chromatography (30:7... Starting materials: COc1ccccc1CCl, CC[O-], CN(C)C=O, CCO, [Na+], [Na], O, CON(C)C(=O)Nc1ccc(O)cc1. Product: COc1ccccc1COc1ccc(NC(=O)N(C)OC)cc1. RXN SMILES: [CH3:20][O:21][c:22]1[c:23]([CH2:24][Cl:25])[cH:26][cH:27][cH:28][cH:29]1.[CH3:2][CH2:3][O-:4].[CH3:30][N:31]([CH3:32])[CH:33]=[O:34].[CH3:36][CH2:37][OH:38].[Na+:1].[Na:5].[OH2:35].[OH:6][c:7]1[cH:8][cH:9][c:10]([NH:13][C:14](=[O:15])[N:16]([O:17][CH3:18])[CH3:19])[cH:11][cH:12]1>>[O:6]([c:7]1[cH:8][cH:9][c:10]([NH:13][C:14](=[O:15])[N:16]([O:17][CH3:18])[CH3:19])[cH:11][cH:12]1)[CH2:24][c:23]1[c:22]([O:21][CH3:20])[cH:29][cH:28][cH:27][cH:26]1. Starting materials: [Al+3], CC(C)(C)OC(=O)NCC1CCC(CN=[N+]=[N-])CC1, C1CCOC1, [H-], [H-], [H-], [H-], [Li+]. Product: CC(C)(C)OC(=O)NCC1CCC(CN)CC1. RXN SMILES: [Al+3:2].[C:7]([CH3:8])([CH3:9])([CH3:10])[O:11][C:12]([NH:13][CH2:14][CH:15]1[CH2:16][CH2:17][CH:18]([CH2:21][N:22]=[N+:23]=[N-:24])[CH2:19][CH2:20]1)=[O:25].[CH2:26]1[O:27][CH2:28][CH2:29][CH2:30]1.[H-:1].[H-:4].[H-:5].[H-:6].[Li+:3]>>[C:7]([CH3:8])([CH3:9])([CH3:10])[O:11][C:12]([NH:13][CH2:14][CH:15]1[CH2:16][CH2:17][CH:18]([CH2:21][NH2:22])[CH2:19][CH2:20]1)=[O:25]. Starting materials: O=C([O-])[O-], C=CCBr, CCOCC, CC(C)=O, CCCCCC, [K+], [K+], N#Cc1ccc(O)cc1. Yields the product C=CCOc1ccc(C#N)cc1. Reaction SMILES: [C:14](=[O:15])([O-:16])[O-:17].[CH2:10]([CH:11]=[CH2:12])[Br:13].[CH2:24]([O:25][CH2:26][CH3:27])[CH3:28].[CH3:20][C:21](=[O:22])[CH3:23].[CH3:29][CH2:30][CH2:31][CH2:32][CH2:33][CH3:34].[K+:18].[K+:19].[OH:1][c:2]1[cH:3][cH:4][c:5]([C:8]#[N:9])[cH:6][cH:7]1>>[O:1]([c:2]1[cH:3][cH:4][c:5]([C:8]#[N:9])[cH:6][cH:7]1)[CH2:12][CH:11]=[CH2:10]. Reactants: CCOC(C)=O, CCOC(=O)CN1C(=O)N(c2ccccc2Cl)Cc2cnc(SCc3ccccc3)nc21, CO, [Li+], [OH-], O, O, O. Product: O=C(O)CN1C(=O)N(c2ccccc2Cl)Cc2cnc(SCc3ccccc3)nc21. RXN SMILES: [C:40]([O:41][CH2:42][CH3:43])(=[O:44])[CH3:45].[CH2:1]([c:2]1[cH:3][cH:4][cH:5][cH:6][cH:7]1)[S:8][c:9]1[n:10][cH:11][c:12]2[c:13]([n:14]1)[N:15]([CH2:27][C:28](=[O:29])[O:30][CH2:31][CH3:32])[C:16](=[O:26])[N:17]([c:19]1[c:20]([Cl:25])[cH:21][cH:22][cH:23][cH:24]1)[CH2:18]2.[CH3:36][OH:37].[Li+:35].[OH-:34].[OH2:33].[OH2:38].[OH2:39]>>[CH2:1]([c:2]1[cH:3][cH:4][cH:5][cH:6][cH:7]1)[S:8][c:9]1[n:10][cH:11][c:12]2[c:13]([n:14]1)[N:15]([CH2:27][C:28](=[O:29])[OH:30])[C:16](=[O:26])[N:17]([c:19]1[c:20]([Cl:25])[cH:21][cH:22][cH:23][cH:24]1)[CH2:18]2. The reactants are ClC1=C(C=C(C(=C1)Cl)OC)NC1=C(C=NC2=CC(=C(C=C12)OC)OCCCN1CCN(CC1)C)C#N (4-[(2,4-Dichloro-5-methoxyphenyl)amino]-6-methoxy-7-[3-(4-methyl-1-piperazinyl)propoxy]-3-quinolinecarbonitrile). The solvent is CO (methanol). Reaction conditions: time 30 minute. Product: C[O-].ClC1=C(C=C(C(=C1)Cl)OC)NC1=C(C=NC2=CC(=C(C=C12)OC)OCCCN1CCN(CC1)C)C#N (4-[(2,4-dichloro-5-methoxyphenyl)amino]-6-methoxy-7-[3-(4-methyl-1-piperazinyl)propoxy]-3-quinolinecarbonitrile methanolate). Yield: 157.0%. As a reaction SMILES: [Cl:1][C:2]1[CH:7]=[C:6]([Cl:8])[C:5]([O:9][CH3:10])=[CH:4][C:3]=1[NH:11][C:12]1[C:21]2[C:16](=[CH:17][C:18]([O:24][CH2:25][CH2:26][CH2:27][N:28]3[CH2:33][CH2:32][N:31]([CH3:34])[CH2:30][CH2:29]3)=[C:19]([O:22][CH3:23])[CH:20]=2)[N:15]=[CH:14][C:13]=1[C:35]#[N:36]>CO>[CH3:5][O-:9].[Cl:1][C:2]1[CH:7]=[C:6]([Cl:8])[C:5]([O:9][CH3:10])=[CH:4][C:3]=1[NH:11][C:12]1[C:21]2[C:16](=[CH:17][C:18]([O:24][CH2:25][CH2:26][CH2:27][N:28]3[CH2:33][CH2:32][N:31]([CH3:34])[CH2:30][CH2:29]3)=[C:19]([O:22][CH3:23])[CH:20]=2)[N:15]=[CH:14][C:13]=1[C:35]#[N:36] |f:2.3|. Procedure details: 4-[(2,4-Dichloro-5-methoxyphenyl)amino]-6-methoxy-7-[3-(4-methyl-1-piperazinyl)propoxy]-3-quinolinecarbonitrile (10 g) and 200 mL of methanol were heated to 65° C. and held with stirring for 30 minutes. The hot mixture was cooled to room temperature and filtered. The material obtained was washed with 80 mL MeOH and dried in vacuo to give 8.31 g of 4-[(2,4-dichloro-5-methoxyphenyl)amino]-6-methoxy-7-[3-(4-methyl-1-piperazinyl)propoxy]-3-quinolinecarbonitrile methanolate Form VI by XRD scans.